From a dataset of the Open Reaction Database (ORD), a public repository of structured organic reaction records. describe an organic reaction: reactants, conditions, products, and yield The reactants are COC1=CC=C(CC=2C(NC(=NC2C)C)=O)C=C1 (5-(4-methoxybenzyl)-2,6-dimethyl-3H-pyrimidin-4-one), CC(=O)OC[C@@H]1[C@H]([C@@H]([C@H]([C@H](O1)Br)OC(=O)C)OC(=O)C)OC(=O)C (acetobromo-α-D-glucose), C([O-])([O-])=O.[K+].[K+] (potassium carbonate). The solvent is C(C)#N (acetonitrile). Reaction conditions: temperature 60 celsius, time 17 hour. Product: C(C)(=O)O[C@H]1[C@@H](O[C@@H]([C@H]([C@@H]1OC(C)=O)OC(C)=O)COC(C)=O)OC1=NC(=NC(=C1CC1=CC=C(C=C1)OC)C)C (4-(2,3,4,6-tetra-O-acetyl-β-D-glucopyranosyloxy)-5-(4-methoxybenzyl)-2,6-dimethylpyrimidine). The yield is 34.0%. Reaction SMILES: [CH3:1][O:2][C:3]1[CH:18]=[CH:17][C:6]([CH2:7][C:8]2[C:9](=[O:16])[NH:10][C:11]([CH3:15])=[N:12][C:13]=2[CH3:14])=[CH:5][CH:4]=1.[CH3:19][C:20]([O:22][CH2:23][C@H:24]1[O:29][C@H:28](Br)[C@H:27]([O:31][C:32]([CH3:34])=[O:33])[C@@H:26]([O:35][C:36]([CH3:38])=[O:37])[C@@H:25]1[O:39][C:40]([CH3:42])=[O:41])=[O:21].C(=O)([O-])[O-].[K+].[K+]>C(#N)C>[C:32]([O:31][C@@H:27]1[C@@H:26]([O:35][C:36](=[O:37])[CH3:38])[C@H:25]([O:39][C:40](=[O:41])[CH3:42])[C@@H:24]([CH2:23][O:22][C:20](=[O:21])[CH3:19])[O:29][C@H:28]1[O:16][C:9]1[C:8]([CH2:7][C:6]2[CH:5]=[CH:4][C:3]([O:2][CH3:1])=[CH:18][CH:17]=2)=[C:13]([CH3:14])[N:12]=[C:11]([CH3:15])[N:10]=1)(=[O:33])[CH3:34] |f:2.3.4|. Procedure: To a solution of 5-(4-methoxybenzyl)-2,6-dimethyl-3H-pyrimidin-4-one (0.30 g) in acetonitrile (6 mL) were added acetobromo-α-D-glucose (0.76 g) and potassium carbonate (0.27 g), and the mixture was stirred for 17 hours at 60° C. The insoluble material was removed by filtration, and the filtrate was concentrated under reduced pressure. The residue was purified by column chromatography on aminopropyl silica gel (eluent: hexane/ethyl acetate=1/1) and on silica gel (eluent: hexane/ethyl acetate=1/1-...